This data is from the Open Reaction Database (ORD), a public repository of structured organic reaction records. The task is: describe an organic reaction: reactants, conditions, products, and yield The reactants are COC(=O)c1ccc(O)nc1, ClCc1ccc2ccccc2n1, Cl, [K+], [K+], O=C([O-])[O-], CN(C)C=O. Product: COC(=O)c1ccc(OCc2ccc3ccccc3n2)nc1. RXN SMILES: [CH3:1][O:2][C:3]([c:4]1[cH:5][n:6][c:7]([OH:10])[cH:8][cH:9]1)=[O:11].[Cl:19][CH2:20][c:21]1[n:22][c:23]2[cH:24][cH:25][cH:26][cH:27][c:28]2[cH:29][cH:30]1.[ClH:18].[K+:12].[K+:13].[O-:14][C:15]([O-:16])=[O:17].[O:31]=[CH:32][N:33]([CH3:34])[CH3:35]>>[CH3:1][O:2][C:3]([c:4]1[cH:5][n:6][c:7]([O:10][CH2:20][c:21]2[n:22][c:23]3[cH:24][cH:25][cH:26][cH:27][c:28]3[cH:29][cH:30]2)[cH:8][cH:9]1)=[O:11].